This data is from the Open Reaction Database (ORD), a public repository of structured organic reaction records. The task is: describe an organic reaction: reactants, conditions, products, and yield The reactants are N1CCC1 (Azetidine), BrCC#CCN(C(OC)=O)C (methyl N-(4-bromo-2-butynyl)-N-methylcarbamate). Conditions: time 1 hour. The product is COC(N(C)CC#CCN1CCC1)=O (Methyl[4-(1-azetidinyl]-2-butynyl]methyl-carbamate). As a reaction SMILES: [NH:1]1[CH2:4][CH2:3][CH2:2]1.Br[CH2:6][C:7]#[C:8][CH2:9][N:10]([CH3:15])[C:11](=[O:14])[O:12][CH3:13]>>[CH3:13][O:12][C:11](=[O:14])[N:10]([CH2:9][C:8]#[C:7][CH2:6][N:1]1[CH2:4][CH2:3][CH2:2]1)[CH3:15]. Procedure details: A solution of methyl[4-(diethylamino)-2-butynyl]- methyl-carbamate (4.2 g, 0.02 mol) (Example 1i) in anhydrous diethyl ether (50 ml) is added dropwise at room temperature to a stirred solution of cyanogen bromide in anhydrous diethyl ether (40 ml). The mixture is allowed to stand for 12 hours and the diethyl ether layer is separated, washed with water (40 ml), dried over magnesium sulfate, and concentrated. The resulting oil is then purified by bulb to bulb distillation under high vacuum to give... The reactants are C=CC(=O)Cl, CNc1cccc(Nc2cc(Nc3ccc(Oc4ccccc4)cc3)ncn2)n1, CN1CCCC1=O, ClCCl. Yields the product C=CC(=O)N(C)c1cccc(Nc2cc(Nc3ccc(Oc4ccccc4)cc3)ncn2)n1. As a reaction SMILES: [C:30]([CH:31]=[CH2:32])(=[O:33])[Cl:34].[CH3:1][NH:2][c:3]1[cH:4][cH:5][cH:6][c:7]([NH:9][c:10]2[n:11][cH:12][n:13][c:14]([NH:16][c:17]3[cH:18][cH:19][c:20]([O:23][c:24]4[cH:25][cH:26][cH:27][cH:28][cH:29]4)[cH:21][cH:22]3)[cH:15]2)[n:8]1.[CH3:35][N:36]1[CH2:37][CH2:38][CH2:39][C:40]1=[O:41].[Cl:42][CH2:43][Cl:44]>>[CH3:1][N:2]([c:3]1[cH:4][cH:5][cH:6][c:7]([NH:9][c:10]2[n:11][cH:12][n:13][c:14]([NH:16][c:17]3[cH:18][cH:19][c:20]([O:23][c:24]4[cH:25][cH:26][cH:27][cH:28][cH:29]4)[cH:21][cH:22]3)[cH:15]2)[n:8]1)[C:30]([CH:31]=[CH2:32])=[O:33]. The reactants are ClC=1C=C(N)C=CC1Cl (3,4-dichloroaniline), ClCC(=O)O (2-chloroacetic acid). Product: ClC=1C=C(C=CC1Cl)NCC(=O)O (N-(3,4-dichlorophenyl)glycine). Reaction SMILES: [Cl:1][C:2]1[CH:3]=[C:4]([CH:6]=[CH:7][C:8]=1[Cl:9])[NH2:5].Cl[CH2:11][C:12]([OH:14])=[O:13]>>[Cl:1][C:2]1[CH:3]=[C:4]([NH:5][CH2:11][C:12]([OH:14])=[O:13])[CH:6]=[CH:7][C:8]=1[Cl:9]. Reported procedure: Using the procedure set forth in U.S. Pat. No. 3,598,859, N-(3,4-dichlorophenyl)glycine was prepared using 3,4-dichloroaniline (Aldrich) and 2-chloroacetic acid (Aldrich). The reactants are Cc1cccc(C(C)(C)C)c1O, OCCCCO, [K+], [OH-]. Product: Cc1cc(CCCCO)cc(C(C)(C)C)c1O. Reaction SMILES: [C:3]([CH3:4])([CH3:5])([CH3:6])[c:7]1[c:8]([OH:14])[c:9]([CH3:13])[cH:10][cH:11][cH:12]1.[CH2:15]([CH2:16][CH2:17][CH2:18][OH:19])[OH:20].[K+:2].[OH-:1]>>[C:3]([CH3:4])([CH3:5])([CH3:6])[c:7]1[c:8]([OH:14])[c:9]([CH3:13])[cH:10][c:11]([CH2:15][CH2:16][CH2:17][CH2:18][OH:19])[cH:12]1. The reactants are 11a, BrCC1=CC=C(C=C1)C(C(C)(C)C)=O (1-(4-bromomethylphenyl)-2,2-dimethylpropan-1-one), C(C)(C)(C)SC(CC(C)=O)=O (3-oxothiobutyric acid S-tert-butyl ester). The product is C(C)(C)(C)SC(C(C(C)=O)CC1=CC=C(C=C1)C(C(C)(C)C)=O)=O (2-[4-(2,2-dimethylpropionyl)benzyl]-3-oxothiobutyric acid S-tert-butyl ester). RXN SMILES: Br[CH2:2][C:3]1[CH:8]=[CH:7][C:6]([C:9](=[O:14])[C:10]([CH3:13])([CH3:12])[CH3:11])=[CH:5][CH:4]=1.[C:15]([S:19][C:20](=[O:25])[CH2:21][C:22](=[O:24])[CH3:23])([CH3:18])([CH3:17])[CH3:16]>>[C:15]([S:19][C:20](=[O:25])[CH:21]([CH2:2][C:3]1[CH:8]=[CH:7][C:6]([C:9](=[O:14])[C:10]([CH3:13])([CH3:12])[CH3:11])=[CH:5][CH:4]=1)[C:22](=[O:24])[CH3:23])([CH3:18])([CH3:16])[CH3:17]. Procedure: The title compound was prepared by the method of Preparation 11a using 1-(4-bromomethylphenyl)-2,2-dimethylpropan-1-one and 3-oxothiobutyric acid S-tert-butyl ester The reactants are CCOC(=O)c1c[nH]cc(C)c1=O, [N-]=[N+]=[N-], [Na+], O=P(Cl)(Cl)Cl. Yields the product CCOC(=O)c1cncc(C)c1N=[N+]=[N-]. RXN SMILES: [CH3:1][c:2]1[c:3](=[O:13])[c:4]([C:8](=[O:9])[O:10][CH2:11][CH3:12])[cH:5][nH:6][cH:7]1.[N-:15]=[N+:16]=[N-:17].[Na+:14].[P:18]([Cl:19])([Cl:20])([Cl:21])=[O:22]>>[CH3:1][c:2]1[c:3]([N:15]=[N+:16]=[N-:17])[c:4]([C:8](=[O:9])[O:10][CH2:11][CH3:12])[cH:5][n:6][cH:7]1. Starting materials: ClC=1C=C(C=CC1)C=1N=C(SC1C(=O)N)NC1=C(C=C(C(=C1)C(OC)OC)OC)[N+](=O)[O-] (4-(3-chloro-phenyl)-2-(5-dimethoxymethyl-4-methoxy-2-nitro-phenylamino)-thiazole-5-carboxylic acid amide), Cl (hydrochloric acid). Solvent: C(C)#N (acetonitrile), ice water. Product: ClC=1C=C(C=CC1)C=1N=C(SC1C(=O)N)NC1=C(C=C(C(=C1)C=O)OC)[N+](=O)[O-] (4-(3-chloro-phenyl)-2-(5-formyl-4-methoxy-2-nitro-phenylamino)-thiazole-5-carboxylic acid amide). The yield is 77.0%. RXN SMILES: [Cl:1][C:2]1[CH:3]=[C:4]([C:8]2[N:9]=[C:10]([NH:16][C:17]3[CH:22]=[C:21]([CH:23](OC)[O:24]C)[C:20]([O:28][CH3:29])=[CH:19][C:18]=3[N+:30]([O-:32])=[O:31])[S:11][C:12]=2[C:13]([NH2:15])=[O:14])[CH:5]=[CH:6][CH:7]=1.Cl>C(#N)C>[Cl:1][C:2]1[CH:3]=[C:4]([C:8]2[N:9]=[C:10]([NH:16][C:17]3[CH:22]=[C:21]([CH:23]=[O:24])[C:20]([O:28][CH3:29])=[CH:19][C:18]=3[N+:30]([O-:32])=[O:31])[S:11][C:12]=2[C:13]([NH2:15])=[O:14])[CH:5]=[CH:6][CH:7]=1. Procedure details: A mixture of 0.200 g (0.42 mmole) of 4-(3-chloro-phenyl)-2-(5-dimethoxymethyl-4-methoxy-2-nitro-phenylamino)-thiazole-5-carboxylic acid amide (VI.46a), 6 mL of acetonitrile, 2 mL of 6 M hydrochloric acid heated at reflux for 2 hours. The mixture was diluted with 200 mL of ice-water and the purple precipitate was collected by filtration, washed with water, and air dried to give 0.140 g of 4-(3-chloro-phenyl)-2-(5-formyl-4-methoxy-2-nitro-phenylamino)-thiazole-5-carboxylic acid amide (VI.46b). The reactants are C(CCC)[Li] (n-Butyllithium), BrC1=CC=C2C(=CN(C2=C1)C)C(C(=O)NS(=O)(=O)C1=C(C=C(C=C1)C)OC)C1=CC2=C(OCO2)C(=C1)OC (6-bromo-3-{1-(7-methoxy-1,3-benzodioxol-5-yl)-2-[(2-methoxy-4-methylphenyl)-sulfonamido]-2-oxoethyl}-1-methyl-1H-indole), CN(C=O)C (dimethylformamide). Solvent: O1CCCC1 (tetrahydrofuran). Conditions: temperature 0 celsius, time 30 minute. Yields the product C(=O)C1=CC=C2C(=CN(C2=C1)C)C(C(=O)NS(=O)(=O)C1=C(C=C(C=C1)C)OC)C1=CC2=C(OCO2)C(=C1)OC (6-Formyl-3-{1-(7-methoxy-1,3-benzodioxol-5-yl)-2-[(2-methoxy-4-methylphenyl)-sulfonamido]-2-oxoethyl}-1-methyl-1H-indole). Reaction SMILES: C([Li])CCC.Br[C:7]1[CH:15]=[C:14]2[C:10]([C:11]([CH:17]([C:33]3[CH:41]=[C:40]([O:42][CH3:43])[C:36]4[O:37][CH2:38][O:39][C:35]=4[CH:34]=3)[C:18]([NH:20][S:21]([C:24]3[CH:29]=[CH:28][C:27]([CH3:30])=[CH:26][C:25]=3[O:31][CH3:32])(=[O:23])=[O:22])=[O:19])=[CH:12][N:13]2[CH3:16])=[CH:9][CH:8]=1.CN(C)[CH:46]=[O:47]>O1CCCC1>[CH:46]([C:7]1[CH:15]=[C:14]2[C:10]([C:11]([CH:17]([C:33]3[CH:41]=[C:40]([O:42][CH3:43])[C:36]4[O:37][CH2:38][O:39][C:35]=4[CH:34]=3)[C:18]([NH:20][S:21]([C:24]3[CH:29]=[CH:28][C:27]([CH3:30])=[CH:26][C:25]=3[O:31][CH3:32])(=[O:23])=[O:22])=[O:19])=[CH:12][N:13]2[CH3:16])=[CH:9][CH:8]=1)=[O:47]. Procedure: n-Butyllithium (0.8 ml of 2.5 M solution in hexane) was added to a stirred solution of 6-bromo-3-{1-(7-methoxy-1,3-benzodioxol-5-yl)-2-[(2-methoxy-4-methylphenyl)-sulfonamido]-2-oxoethyl}-1-methyl-1H-indole (from Example 92, 400 mg, 0.67 mmol) in anhydrous tetrahydrofuran at −75° C. under a nitrogen atmosphere. After 30 minutes dimethylformamide (0.15 ml) was added to the orange solution, and after a further 30 minutes the mixture was allowed to warm to 0° C. before quenching with excess 1 N hyd...